This data is from the Open Reaction Database (ORD), a public repository of structured organic reaction records. The task is: describe an organic reaction: reactants, conditions, products, and yield Reported procedure: 93 g (0.32 mole) of ethyl 4-bromo-2-n-butoxyimino-acetoacetate and 24 g (0.32 mole) of thiourea undergo a condensation reaction analogously to Example 4, stage 3, to give 35.2 g of ethyl 2-(2-aminothiazol-4-yl)-2-n-butoxyimino-acetate of melting point 129.5°-131°. Isolated yield 40.5%. Starting materials: BrCC(C(C(=O)OCC)=NOCCCC)=O (ethyl 4-bromo-2-n-butoxyimino-acetoacetate), NC(=S)N (thiourea). Yields the product NC=1SC=C(N1)C(C(=O)OCC)=NOCCCC (ethyl 2-(2-aminothiazol-4-yl)-2-n-butoxyimino-acetate). Reaction SMILES: Br[CH2:2][C:3](=O)[C:4](=[N:10][O:11][CH2:12][CH2:13][CH2:14][CH3:15])[C:5]([O:7][CH2:8][CH3:9])=[O:6].[NH2:17][C:18]([NH2:20])=[S:19]>>[NH2:20][C:18]1[S:19][CH:2]=[C:3]([C:4](=[N:10][O:11][CH2:12][CH2:13][CH2:14][CH3:15])[C:5]([O:7][CH2:8][CH3:9])=[O:6])[N:17]=1. Reactants: ClC=1C=C(C(=O)OO)C=CC1 (m-chloroperoxybenzoic acid), CC=1N=C2N(C=CC=C2NCC2=C(C=CC=C2C)NC(=O)OCCSC)C1C (2,3-dimethyl-8-{2-[(2-methylsulfanylethoxy)carbonylamino]-6-methylbenzylamino}imidazo-[1,2-a]pyridine), C([O-])(O)=O.[Na+] (sodium bicarbonate). The solvent is ClCCl (dichloromethane). Conditions: temperature 0 celsius, time 15 minute. Product: C(\C=C\C(=O)O)(=O)O.CC=1N=C2N(C=CC=C2NCC2=C(C=CC=C2C)NC(=O)OCCS(=O)C)C1C.CC=1N=C2N(C=CC=C2NCC2=C(C=CC=C2C)NC(=O)OCCS(=O)C)C1C (2,3-Dimethyl-8-{2-[(2-methylsulfinylethoxy)carbonylamino]-6-methylbenzylamino}imidazo-[1,2-a]pyridine hemifumarate). Isolated yield 46.0%. As a reaction SMILES: [CH3:1][C:2]1[N:3]=[C:4]2[C:9]([NH:10][CH2:11][C:12]3[C:17]([CH3:18])=[CH:16][CH:15]=[CH:14][C:13]=3[NH:19][C:20]([O:22][CH2:23][CH2:24][S:25][CH3:26])=[O:21])=[CH:8][CH:7]=[CH:6][N:5]2[C:27]=1[CH3:28].ClC1[CH:31]=[C:32](C=CC=1)[C:33]([O:35]O)=[O:34].[C:40](=[O:43])([OH:42])[O-:41].[Na+]>ClCCl>[C:33]([OH:35])(=[O:34])/[CH:32]=[CH:31]/[C:40]([OH:42])=[O:43].[CH3:1][C:2]1[N:3]=[C:4]2[C:9]([NH:10][CH2:11][C:12]3[C:17]([CH3:18])=[CH:16][CH:15]=[CH:14][C:13]=3[NH:19][C:20]([O:22][CH2:23][CH2:24][S:25]([CH3:26])=[O:41])=[O:21])=[CH:8][CH:7]=[CH:6][N:5]2[C:27]=1[CH3:28].[CH3:1][C:2]1[N:3]=[C:4]2[C:9]([NH:10][CH2:11][C:12]3[C:17]([CH3:18])=[CH:16][CH:15]=[CH:14][C:13]=3[NH:19][C:20]([O:22][CH2:23][CH2:24][S:25]([CH3:26])=[O:34])=[O:21])=[CH:8][CH:7]=[CH:6][N:5]2[C:27]=1[CH3:28] |f:2.3,5.6.7|. Procedure: A solution of 2,3-dimethyl-8-{2-[(2-methylsulfanylethoxy)carbonylamino]-6-methylbenzylamino}imidazo-[1,2-a]pyridine (1.0 g) in anhydrous dichloromethane (25 ml) is cooled to 0° C. and treated in portions with m-chloroperoxybenzoic acid (800 mg) and then stirred at 0° C. for a further 15 min. Aqueous sodium bicarbonate solution (25 ml) is then added, the mixture is stirred for a further 10 min, the organic phase is separated off and the aqueous phase is extracted with dichloromethane (3×20 ml). T...